From a dataset of the Open Reaction Database (ORD), a public repository of structured organic reaction records. describe an organic reaction: reactants, conditions, products, and yield Starting materials: CC(C)(C)OC(=O)Cc1ccc(F)c(C#N)c1, CS(C)=O, CCOC(C)=O, O=C(NCCc1ccc(Cl)cc1)c1ccc2[nH]ccc2c1, [K+], [K+], O=C([O-])[O-]. Product: CC(C)(C)OC(=O)Cc1ccc(-n2ccc3cc(C(=O)NCCc4ccc(Cl)cc4)ccc32)c(C#N)c1. As a reaction SMILES: [C:1](#[N:2])[c:3]1[cH:4][c:5]([CH2:10][C:11](=[O:12])[O:13][C:14]([CH3:15])([CH3:16])[CH3:17])[cH:6][cH:7][c:8]1[F:9].[CH3:45][S:46]([CH3:47])=[O:48].[CH3:49][CH2:50][O:51][C:52](=[O:53])[CH3:54].[Cl:18][c:19]1[cH:20][cH:21][c:22]([CH2:23][CH2:24][NH:25][C:26](=[O:27])[c:28]2[cH:29][c:30]3[cH:31][cH:32][nH:33][c:34]3[cH:35][cH:36]2)[cH:37][cH:38]1.[K+:39].[K+:40].[O-:41][C:42]([O-:43])=[O:44]>>[C:1](#[N:2])[c:3]1[cH:4][c:5]([CH2:10][C:11](=[O:12])[O:13][C:14]([CH3:15])([CH3:16])[CH3:17])[cH:6][cH:7][c:8]1-[n:33]1[cH:32][cH:31][c:30]2[cH:29][c:28]([C:26]([NH:25][CH2:24][CH2:23][c:22]3[cH:21][cH:20][c:19]([Cl:18])[cH:38][cH:37]3)=[O:27])[cH:36][cH:35][c:34]21. The reactants are C(C)OC(=O)C=1C=NC=2N(C1S)N=CN2 (6-ethoxycarbonyl-7-mercapto-s-triazolo [l,5-a]pyrimidine), [OH-].[K+] (potassium hydroxide). The solvent is aqueous solution. Conditions: temperature 80 celsius. The product is C(=O)(O)C=1C=NC=2N(C1S)N=CN2 (6-carboxy-7-mercapto-s-triazolo[1,5-a]pyrimidine). Yield: 95.2%. RXN SMILES: C([O:3][C:4]([C:6]1[CH:7]=[N:8][C:9]2[N:10]([N:13]=[CH:14][N:15]=2)[C:11]=1[SH:12])=[O:5])C.[OH-].[K+]>>[C:4]([C:6]1[CH:7]=[N:8][C:9]2[N:10]([N:13]=[CH:14][N:15]=2)[C:11]=1[SH:12])([OH:5])=[O:3] |f:1.2|. Procedure details: The product obtained in Step 2 (2.4 g) was dissolved in 50 ml of aqueous solution containing 1.0 g potassium hydroxide, the solution was heated at 80° C. for one hour, the insoluble matters were filtered off, and the clear, faint yellow filtrate was washed with 30 ml ethyl acetate. The pH of the aqueous layer was lowered to 1.0 with concentrated hydrochloric acid, and the crystals thus formed were collected by filtration, affording 2.0 g of the objective compound as colorless crystals. The reactants are saturated aqueous solution, S(=O)([O-])[O-].[Na+].[Na+] (sodium sulfite), C(C)C1=CC=C(C=C1)F (4-ethylfluorobenzene), N,N,N′N′-tetramethylethylenediamine, aqueous solution, OO (hydrogen peroxide), B(OC)(OC)OC (trimethyl borate), C(C)(CC)[Li] (s-butyllithium). Solvent: C1CCOC1 (THF), C(C)(=O)O (acetic acid). Conditions: temperature -75 celsius, time 2 hour. Yields the product C(C)C=1C=CC(=C(C1)O)F (5-Ethyl-2-fluorophenol). Reaction SMILES: [CH2:1]([C:3]1[CH:8]=[CH:7][C:6]([F:9])=[CH:5][CH:4]=1)[CH3:2].C([Li])(CC)C.B(OC)(OC)[O:16]C.OO.S([O-])([O-])=O.[Na+].[Na+]>C(O)(=O)C.C1COCC1>[CH2:1]([C:3]1[CH:4]=[CH:5][C:6]([F:9])=[C:7]([OH:16])[CH:8]=1)[CH3:2] |f:4.5.6|. Procedure: A 500 ml THF solution containing 15.5 g of 4-ethylfluorobenzene and 14.6 g of N,N,N′N′-tetramethylethylenediamine was cooled to −75° C. under a nitrogen atmosphere, and then 126 ml of s-butyllithium (0.99 M, cyclohexane solution) was added and the mixture was stirred for 2 hours. Next, 28 ml of trimethyl borate was added, the reaction mixture temperature was raised to room temperature and 14.4 ml of acetic acid was added. After stirring for 30 minutes, the reaction mixture was cooled to 0° C., 2... Reactants: COC=1C=C2C=CC=NC2=CC1 (6-Methoxy quinoline), OO (hydrogen peroxide). Solvent: C(C)(=O)O (acetic acid). Run at temperature 100 celsius, time 2 hour. Product: COC=1C=C2C=CC=[N+](C2=CC1)[O-] (6-Methoxy-quinoline 1-oxide). Isolated yield 82.0%. RXN SMILES: [CH3:1][O:2][C:3]1[CH:4]=[C:5]2[C:10](=[CH:11][CH:12]=1)[N:9]=[CH:8][CH:7]=[CH:6]2.[OH:13]O>C(O)(=O)C>[CH3:1][O:2][C:3]1[CH:4]=[C:5]2[C:10](=[CH:11][CH:12]=1)[N+:9]([O-:13])=[CH:8][CH:7]=[CH:6]2. Procedure: 6-Methoxy quinoline (15 g, 0.094 mol) was dissolved in acetic acid (97 ml) and treated with hydrogen peroxide (37 ml). The mixture was stirred to 100° C. for 2 hours. After evaporation to dryness 100 ml of water was added to the residue until a precipitate appears. Filtration and washing with water gives a yellow precipitate that is dried under vacuum to yield 13.5 g of the title compound as a light yellow solid (82%). MS (m/e): 176.3 (M+H)+. The reactants are CC(Oc1cc(B2OC(C)(C)C(C)(C)O2)cnc1N)c1c(Cl)ccc(F)c1Cl, CC(Oc1cc(-c2cnn(C3CCN(C(=O)CO)CC3)c2)cnc1N)c1c(Cl)ccc(F)c1Cl. Yields the product CC(Oc1cc(-c2cnn(C3CCNCC3)c2)cnc1N)c1c(Cl)ccc(F)c1Cl. RXN SMILES: [Cl:1][c:2]1[c:3]([F:4])[cH:5][cH:6][c:7]([Cl:8])[c:9]1[CH:10]([O:11][c:12]1[c:13]([NH2:14])[n:15][cH:16][c:17]([B:18]2[O:19][C:20]([CH3:21])([CH3:22])[C:23]([CH3:24])([CH3:25])[O:26]2)[cH:27]1)[CH3:28].[NH2:29][c:30]1[c:31]([O:51][CH:52]([CH3:53])[c:54]2[c:55]([Cl:62])[c:56]([F:61])[cH:57][cH:58][c:59]2[Cl:60])[cH:32][c:33](-[c:36]2[cH:37][n:38][n:39]([CH:41]3[CH2:42][CH2:43][N:44]([C:47](=[O:48])[CH2:49][OH:50])[CH2:45][CH2:46]3)[cH:40]2)[cH:34][n:35]1>>[NH2:29][c:30]1[c:31]([O:51][CH:52]([CH3:53])[c:54]2[c:55]([Cl:62])[c:56]([F:61])[cH:57][cH:58][c:59]2[Cl:60])[cH:32][c:33](-[c:36]2[cH:37][n:38][n:39]([CH:41]3[CH2:42][CH2:43][NH:44][CH2:45][CH2:46]3)[cH:40]2)[cH:34][n:35]1. The reactants are FC1(C[C@@H](CC1)[C@](C(=O)O)(C1=CC=C(C=C1)Cl)O)F ((2R)-2-((1R)-3,3-difluorocyclopentyl)-2-hydroxy-2-(4-chlorophenyl)acetic acid), O[C@H]1CN(CC1)C(=O)OC(C)(C)C (t-butyl (3R)-3-hydroxypyrrolidine-1-carboxylate). Product: FC1(C[C@@H](CC1)[C@](C(=O)O[C@H]1CNCC1)(C1=CC=C(C=C1)Cl)O)F ((3R)-pyrrolidin-3-yl (2R)-2-((1R)-3,3-difluorocyclopentyl)-2-hydroxy-2-(4-chlorophenyl)ethanoate). RXN SMILES: [F:1][C:2]1([F:19])[CH2:6][CH2:5][C@@H:4]([C@@:7]([OH:18])([C:11]2[CH:16]=[CH:15][C:14]([Cl:17])=[CH:13][CH:12]=2)[C:8]([OH:10])=[O:9])[CH2:3]1.O[C@@H:21]1[CH2:25][CH2:24][N:23](C(OC(C)(C)C)=O)[CH2:22]1>>[F:19][C:2]1([F:1])[CH2:6][CH2:5][C@@H:4]([C@@:7]([OH:18])([C:11]2[CH:12]=[CH:13][C:14]([Cl:17])=[CH:15][CH:16]=2)[C:8]([O:10][C@@H:21]2[CH2:25][CH2:24][NH:23][CH2:22]2)=[O:9])[CH2:3]1. Reported procedure: Using (2R)-2-((1R)-3,3-difluorocyclopentyl)-2-hydroxy-2-(4-chlorophenyl)acetic acid and t-butyl (3R)-3-hydroxypyrrolidine-1-carboxylate, the title compound was prepared by a method similar to Steps 2 and 3 of Referential Example 12.